This data is from the Open Reaction Database (ORD), a public repository of structured organic reaction records. The task is: describe an organic reaction: reactants, conditions, products, and yield The reactants are CN(C)c1ccncc1, COC(=O)Cn1nc(-c2ccc(Cl)cc2)n(CC(O)C(F)(F)F)c1=O, O=S(=O)(OS(=O)(=O)C(F)(F)F)C(F)(F)F, c1ccncc1. Product: COC(=O)Cn1nc(-c2ccc(Cl)cc2)n(C=CC(F)(F)F)c1=O. RXN SMILES: [CH3:41][N:42]([CH3:43])[c:44]1[cH:45][cH:46][n:47][cH:48][cH:49]1.[Cl:1][c:2]1[cH:3][cH:4][c:5](-[c:8]2[n:9][n:10]([CH2:21][C:22](=[O:23])[O:24][CH3:25])[c:11](=[O:20])[n:12]2[CH2:13][CH:14]([C:15]([F:16])([F:17])[F:18])[OH:19])[cH:6][cH:7]1.[F:26][C:27]([S:28]([O:29][S:30]([C:31]([F:32])([F:33])[F:34])(=[O:35])=[O:36])(=[O:37])=[O:38])([F:39])[F:40].[cH:50]1[cH:51][cH:52][n:53][cH:54][cH:55]1>>[Cl:1][c:2]1[cH:3][cH:4][c:5](-[c:8]2[n:9][n:10]([CH2:21][C:22](=[O:23])[O:24][CH3:25])[c:11](=[O:20])[n:12]2[CH:13]=[CH:14][C:15]([F:16])([F:17])[F:18])[cH:6][cH:7]1. Starting materials: BrC=1C=C(C(=O)C2=CC=CC=C2)C=CC1 (3-bromobenzophenone), [BH4-].[Na+] (sodium borohydride). Run in O (water), CO (MeOH). Reaction conditions: time 12.5 hour. The product is BrC=1C=C(C=CC1)C(O)C1=CC=CC=C1 ((3-bromophenyl)(phenyl)methanol). The yield is 76.0%. As a reaction SMILES: [Br:1][C:2]1[CH:3]=[C:4]([CH:13]=[CH:14][CH:15]=1)[C:5]([C:7]1[CH:12]=[CH:11][CH:10]=[CH:9][CH:8]=1)=[O:6].[BH4-].[Na+]>CO.O>[Br:1][C:2]1[CH:3]=[C:4]([CH:5]([C:7]2[CH:12]=[CH:11][CH:10]=[CH:9][CH:8]=2)[OH:6])[CH:13]=[CH:14][CH:15]=1 |f:1.2|. Procedure: To a solution of 3-bromobenzophenone (1.00 g, 4 mmol) in MeOH (15 mL) was added sodium borohydride (0.3 mL, 8 mmol) portionwise at rt and the suspension was stirred at rt for 1-24 h. The reaction was diluted slowly with water and extracted with CH2Cl2. The organic layer was washed successively with water, brine, dried over Na2SO4, and concentrated to give the title compound as oil (0.8 g, 79%), which was used in the next reaction without further purification. MS (ESI, pos. ion) m/z: 247.1 (M−OH)... Starting materials: CN(C=O)C (dimethylformamide), C(C)OC(=O)C=1N=CC=2NC3=CC=C(C=C3C2C1)Br (6-bromo-β-carbolin-3-carboxylic acid ethyl ester), [Na] (sodium), CO (methanol). The reagents and catalysts are [Cu]I (copper (I) iodide). Run at temperature 145 celsius. The product is CN(C(=O)C=1N=CC=2NC3=CC=C(C=C3C2C1)OC)C (6-methoxy-β-carbolin-3-carboxylic acid dimethylamide). RXN SMILES: [CH3:1][N:2]([CH3:5])[CH:3]=[O:4].C(OC([C:11]1[N:12]=[CH:13][C:14]2[NH:15][C:16]3[C:21]([C:22]=2[CH:23]=1)=[CH:20][C:19](Br)=[CH:18][CH:17]=3)=O)C.[Na].[CH3:26][OH:27]>[Cu]I>[CH3:1][N:2]([CH3:5])[C:3]([C:11]1[N:12]=[CH:13][C:14]2[NH:15][C:16]3[C:21]([C:22]=2[CH:23]=1)=[CH:20][C:19]([O:27][CH3:26])=[CH:18][CH:17]=3)=[O:4] |^1:24|. Reported procedure: 4 ml of dimethylformamide, 250 mg of copper (I) iodide and 160 mg of 6-bromo-β-carbolin-3-carboxylic acid ethyl ester are added to a solution, prepared under argon, of 230 mg of sodium in 3 ml of absolute methanol, and the whole is heated for 6 hours at 145° C. The solution is then concentrated in vacuo, the residue is washed with water, dried and chromatographed on silica gel with chloroform-methanol (8:2). 67 mg of 6-methoxy-β-carbolin-3-carboxylic acid dimethylamide of melting point 195° C. (... The reactants are O=C1c2ccccc2C(=O)N1CCCOc1ccc(OCc2ccccc2)cc1, CC(=O)O, [H][H]. Yields the product O=C1c2ccccc2C(=O)N1CCCOc1ccc(O)cc1. As a reaction SMILES: [CH2:3]([c:4]1[cH:5][cH:6][cH:7][cH:8][cH:9]1)[O:10][c:11]1[cH:12][cH:13][c:14]([O:17][CH2:18][CH2:19][CH2:20][N:21]2[C:22](=[O:31])[c:23]3[c:24]([cH:27][cH:28][cH:29][cH:30]3)[C:25]2=[O:26])[cH:15][cH:16]1.[CH3:32][C:33](=[O:34])[OH:35].[H:1][H:2]>>[OH:10][c:11]1[cH:12][cH:13][c:14]([O:17][CH2:18][CH2:19][CH2:20][N:21]2[C:22](=[O:31])[c:23]3[c:24]([cH:27][cH:28][cH:29][cH:30]3)[C:25]2=[O:26])[cH:15][cH:16]1. The reactants are O=S(=O)(c1ccccc1)c1ccc2[nH]c3c(c2c1)CCN(Cc1ccccc1)CC3, CO, [OH-], [OH-], [Pd+2]. Product: O=S(=O)(c1ccccc1)c1ccc2[nH]c3c(c2c1)CCNCC3. RXN SMILES: [CH2:1]([c:2]1[cH:3][cH:4][cH:5][cH:6][cH:7]1)[N:8]1[CH2:9][CH2:10][c:11]2[nH:12][c:13]3[cH:14][cH:15][c:16]([S:22](=[O:23])(=[O:24])[c:25]4[cH:26][cH:27][cH:28][cH:29][cH:30]4)[cH:17][c:18]3[c:19]2[CH2:20][CH2:21]1.[CH3:31][OH:32].[OH-:33].[OH-:35].[Pd+2:34]>>[NH:8]1[CH2:9][CH2:10][c:11]2[nH:12][c:13]3[cH:14][cH:15][c:16]([S:22](=[O:23])(=[O:24])[c:25]4[cH:26][cH:27][cH:28][cH:29][cH:30]4)[cH:17][c:18]3[c:19]2[CH2:20][CH2:21]1. Reactants: ClC1=NC=CC(=N1)C=1C=C(CNC=2C=NC=CC2)C=CC1 ([3-(2-Chloro-pyrimidin-4-yl)-benzyl]-pyridin-3-yl-amine), NCCC1=CC=C(C=C1)O (tyramine), 398. The product is N1=CC(=CC=C1)NCC=1C=C(C=CC1)C1=NC(=NC=C1)NCCC1=CC=C(C=C1)O (4-(2-{4-[3-(Pyridin-3-ylaminomethyl)-phenyl]-pyrimidin-2-ylamino}-ethyl)-phenol). RXN SMILES: Cl[C:2]1[N:7]=[C:6]([C:8]2[CH:9]=[C:10]([CH:19]=[CH:20][CH:21]=2)[CH2:11][NH:12][C:13]2[CH:14]=[N:15][CH:16]=[CH:17][CH:18]=2)[CH:5]=[CH:4][N:3]=1.[NH2:22][CH2:23][CH2:24][C:25]1[CH:30]=[CH:29][C:28]([OH:31])=[CH:27][CH:26]=1>>[N:15]1[CH:16]=[CH:17][CH:18]=[C:13]([NH:12][CH2:11][C:10]2[CH:9]=[C:8]([C:6]3[CH:5]=[CH:4][N:3]=[C:2]([NH:22][CH2:23][CH2:24][C:25]4[CH:30]=[CH:29][C:28]([OH:31])=[CH:27][CH:26]=4)[N:7]=3)[CH:21]=[CH:20][CH:19]=2)[CH:14]=1. Procedure details: Intermediate 63 was coupled with tyramine following procedure F. LC-MS showed the product had the expected M+H+ of 398. 1H NMR (Varian 300 MHz, CDCl3, shifts relative to the solvent peak at 7.24 ppm) δ 9.2 (m, 1H), 8.3 (s, 1H), 8.2 (m, 2H), 8.1 (m, 2H), 8.0 (m, 3H), 7.7 (s, 1H), 7.5 (d, 2H), 7.1 (m, 4H), 6.6 (m, 2H), 4.2 (m, 1H), 3.2 (m, 2H), 2.7 (m, 2H).